Dataset: the Open Reaction Database (ORD), a public repository of structured organic reaction records. Task: describe an organic reaction: reactants, conditions, products, and yield Reactants: C(C1=CC=CC=C1)(C1=CC=CC=C1)O (benzhydrol), OC1=NC=CC=C1 (2-hydroxypyridine), S(O)(O)(=O)=O (sulfuric acid). Yields the product C1(=CC=CC=C1)C(C=1C=CC(NC1)=O)C1=CC=CC=C1 (5-(diphenylmethyl)-2-pyridone). RXN SMILES: [CH:1](O)([C:8]1[CH:13]=[CH:12][CH:11]=[CH:10][CH:9]=1)[C:2]1[CH:7]=[CH:6][CH:5]=[CH:4][CH:3]=1.[OH:15][C:16]1[CH:21]=[CH:20][CH:19]=[CH:18][N:17]=1.S(=O)(=O)(O)O>>[C:2]1([CH:1]([C:8]2[CH:13]=[CH:12][CH:11]=[CH:10][CH:9]=2)[C:19]2[CH:20]=[CH:21][C:16](=[O:15])[NH:17][CH:18]=2)[CH:7]=[CH:6][CH:5]=[CH:4][CH:3]=1. Procedure details: To a mixture of 92.1 g (0.5 mole) of benzhydrol and 142.7 g. (1.5 mole) of 2-hydroxypyridine heated at 180°, add with stirring 1.5 ml. of concentrated sulfuric acid. Heat the mixture at 250°-255° for 2 hours with the removal of water. Pour the cooled reaction mixture into water, stir, and extract with chloroform. Concentrate the chloroform extracts to a residue containing 5-(diphenylmethyl)-2-pyridone. Triturate the residue with ethyl acetate and filter the solids to obtain 5-(diphenylmethyl)-2-... The reactants are N[C@@H](CCC(O)=O)C(=O)O (Glu), N[C@@H](C(C)C)C(=O)O (Val), N[C@@H](CC1=CC=C(C=C1)O)C(=O)O (Tyr), N[C@@H]([C@@H](C)CC)C(=O)O (Ile). The product is C(CCC)O.C(C)(=O)O.N1=CC=CC=C1.O (n-butanol acetic acid pyridine water). RXN SMILES: N[C@H:2](C(O)=O)[CH2:3][CH2:4][C:5](=O)[OH:6].[NH2:11][C@H:12]([C:21]([OH:23])=[O:22])[CH2:13][C:14]1C=CC([OH:20])=[CH:16][CH:15]=1.N[C@H](C(O)=O)[C@H](CC)C.N[C@H](C(O)=O)C(C)C>>[CH2:5]([OH:6])[CH2:4][CH2:3][CH3:2].[C:21]([OH:23])(=[O:22])[CH3:12].[N:11]1[CH:12]=[CH:13][CH:14]=[CH:15][CH:16]=1.[OH2:20] |f:4.5.6.7|. Procedure details: racemisation test: Glu 2.44%; Tyr 1.2%; Ile 1.41%; Val 1%. Starting materials: N(=[N+]=[N-])C=1C=C(C(=O)O)C=CC1C (3-azido-4-methyl benzoic acid), CC1=NC=CC=C1C#C (2-methyl-3-ethynyl pyridine), CC=1C=C(C(=O)O)C=C(C1C)N1N=NC(=C1)C=1C=NC=CC1 (3,4-dimethyl-5-(4-pyridin-3-yl-[1,2,3]triazol-1-yl)-benzoic acid). Product: CC1=C(C=C(C(=O)O)C=C1)N1N=NC(=C1)C=1C(=NC=CC1)C (4-Methyl-3-[4-(2-methyl-pyridin-3-yl)-[1,2,3]triazol-1-yl]-benzoic acid). As a reaction SMILES: [N:1]([C:4]1[CH:5]=[C:6]([CH:10]=[CH:11][C:12]=1[CH3:13])[C:7]([OH:9])=[O:8])=[N+:2]=[N-:3].[CH3:14][C:15]1[C:20]([C:21]#[CH:22])=[CH:19][CH:18]=[CH:17][N:16]=1.CC1C=C(C=C(N2C=C(C3C=NC=CC=3)N=N2)C=1C)C(O)=O>>[CH3:13][C:12]1[CH:11]=[CH:10][C:6]([C:7]([OH:9])=[O:8])=[CH:5][C:4]=1[N:1]1[CH:22]=[C:21]([C:20]2[C:15]([CH3:14])=[N:16][CH:17]=[CH:18][CH:19]=2)[N:3]=[N:2]1. Procedure: 4-Methyl-3-[4-(2-methyl-pyridin-3-yl)-[1,2,3]triazol-1-yl]-benzoic acid (5:3 mixture with 4-methyl-3-[5-(2-methyl-pyridin-3-yl)-[1,2,3]triazol-1-yl]-benzoic acid) was prepared from 3-azido-4-methyl benzoic acid and 2-methyl-3-ethynyl pyridine in the same manner as 3,4-dimethyl-5-(4-pyridin-3-yl-[1,2,3]triazol-1-yl)-benzoic acid (Example 8). Reactants: CC1=NC=CC(=C1)C1=NC(N(C=C1)CCCCN1C[C@]2(C[C@H]2C1)C1=CC=C(C=C1)C(F)(F)F)=O (4-(2-Methyl-pyridin-4-yl)-1-{4-[(1S,5R)-1-(4-trifluoromethyl-phenyl)-3-aza-bicyclo[3.1.0]hex-3-yl]-butyl}-1H-pyrimidin-2-one), Cl (HCl), O1CCOCC1 (dioxane). Product: Cl.CC1=NC=CC(=C1)C1=NC(N(C=C1)CCCCN1C[C@]2(C[C@H]2C1)C1=CC=C(C=C1)C(F)(F)F)=O (4-(2-methyl-4-pyridinyl)-1-(4-{(1S,5R)-1-[4-(trifluoromethyl)phenyl]-3-azabicyclo[3.1.0]hex-3-yl}butyl)-2(1H)-pyrimidinone hydrochloride). As a reaction SMILES: [CH3:1][C:2]1[CH:7]=[C:6]([C:8]2[CH:13]=[CH:12][N:11]([CH2:14][CH2:15][CH2:16][CH2:17][N:18]3[CH2:23][C@H:22]4[C@:20]([C:24]5[CH:29]=[CH:28][C:27]([C:30]([F:33])([F:32])[F:31])=[CH:26][CH:25]=5)([CH2:21]4)[CH2:19]3)[C:10](=[O:34])[N:9]=2)[CH:5]=[CH:4][N:3]=1.[ClH:35].O1CCOCC1>>[ClH:35].[CH3:1][C:2]1[CH:7]=[C:6]([C:8]2[CH:13]=[CH:12][N:11]([CH2:14][CH2:15][CH2:16][CH2:17][N:18]3[CH2:23][C@H:22]4[C@:20]([C:24]5[CH:25]=[CH:26][C:27]([C:30]([F:31])([F:32])[F:33])=[CH:28][CH:29]=5)([CH2:21]4)[CH2:19]3)[C:10](=[O:34])[N:9]=2)[CH:5]=[CH:4][N:3]=1 |f:3.4|. Reported procedure: 4-(2-Methyl-pyridin-4-yl)-1-{4-[(1S,5R)-1-(4-trifluoromethyl-phenyl)-3-aza-bicyclo[3.1.0]hex-3-yl]-butyl}-1H-pyrimidin-2-one was treated with 4N HCl in dioxane (1 eq), to give the title compound. The product is CCCCCC1CCC(C2CCC(C(=O)OCCCBr)CC2)CC1. Reaction SMILES: [Br:45][CH2:46][CH2:47][CH2:48][OH:49].[CH2:16]([CH2:17][CH2:18][CH2:19][CH3:20])[CH:21]1[CH2:22][CH2:23][CH:24]([CH:27]2[CH2:28][CH2:29][CH:30]([C:33](=[O:34])[OH:35])[CH2:31][CH2:32]2)[CH2:25][CH2:26]1.[CH3:36][N:37]([c:38]1[cH:39][cH:40][cH:41][cH:42][n:43]1)[CH3:44].[CH:1]1([N:2]=[C:3]=[N:4][CH:5]2[CH2:6][CH2:7][CH2:8][CH2:9][CH2:10]2)[CH2:11][CH2:12][CH2:13][CH2:14][CH2:15]1.[Cl:56][CH2:57][Cl:58].[OH:50][C:51]([C:52](=[O:53])[OH:54])=[O:55]>>[CH2:16]([CH2:17][CH2:18][CH2:19][CH3:20])[CH:21]1[CH2:22][CH2:23][CH:24]([CH:27]2[CH2:28][CH2:29][CH:30]([C:33]([O:34][CH2:48][CH2:47][CH2:46][Br:45])=[O:35])[CH2:31][CH2:32]2)[CH2:25][CH2:26]1. The reactants are OCCCBr, CCCCCC1CCC(C2CCC(C(=O)O)CC2)CC1, CN(C)c1ccccn1, C(=NC1CCCCC1)=NC1CCCCC1, ClCCl, O=C(O)C(=O)O. The reactants are CN1CCNCC1, O=C(O)COc1cccc(-n2nc(-c3ccc(F)cc3)c3cccnc32)c1. Product: CN1CCN(C(=O)COc2cccc(-n3nc(-c4ccc(F)cc4)c4cccnc43)c2)CC1. As a reaction SMILES: [CH3:28][N:29]1[CH2:30][CH2:31][NH:32][CH2:33][CH2:34]1.[F:1][c:2]1[cH:3][cH:4][c:5](-[c:8]2[n:9][n:10](-[c:17]3[cH:18][c:19]([O:20][CH2:21][C:22](=[O:23])[OH:24])[cH:25][cH:26][cH:27]3)[c:11]3[n:12][cH:13][cH:14][cH:15][c:16]23)[cH:6][cH:7]1>>[F:1][c:2]1[cH:3][cH:4][c:5](-[c:8]2[n:9][n:10](-[c:17]3[cH:18][c:19]([O:20][CH2:21][C:22](=[O:24])[N:32]4[CH2:31][CH2:30][N:29]([CH3:28])[CH2:34][CH2:33]4)[cH:25][cH:26][cH:27]3)[c:11]3[n:12][cH:13][cH:14][cH:15][c:16]23)[cH:6][cH:7]1.